Dataset: the Open Reaction Database (ORD), a public repository of structured organic reaction records. Task: describe an organic reaction: reactants, conditions, products, and yield Reactants: [BH4-].[Na+] (Sodium borohydride), O=C1CN(CC1)C(=O)OC(C)(C)C (tert-Butyl 3-oxopyrrolidine-1-carboxylate), Cl (HCl). Run in O (water), CO (MeOH). Conditions: temperature 0 celsius, time 15 minute. The product is OC1CN(CC1)C(=O)OC(C)(C)C (tert-Butyl 3-hydroxypyrrolidine-1-carboxylate). Isolated yield 98.9%. RXN SMILES: [O:1]=[C:2]1[CH2:6][CH2:5][N:4]([C:7]([O:9][C:10]([CH3:13])([CH3:12])[CH3:11])=[O:8])[CH2:3]1.[BH4-].[Na+].Cl>CO.O>[OH:1][CH:2]1[CH2:6][CH2:5][N:4]([C:7]([O:9][C:10]([CH3:13])([CH3:12])[CH3:11])=[O:8])[CH2:3]1 |f:1.2|. Procedure: tert-Butyl 3-oxopyrrolidine-1-carboxylate (3.00 g, 16.20 mmol) was dissolved in dry MeOH (60 mL) and cooled in an ice-water bath. Sodium borohydride (0.61 g, 16.20 mmol) was added carefully and the reaction mixture was stirred at 0° C. for 15 mins. The reaction mixture was diluted with water and pH was set to −9 with HCl (1% aqueous solution). The aqueous layer was extracted with EtOAc and the organic layers were combined, dried with MgSO4, filtered and evaporated to give the title compound (3.0... The reactants are O=C(c1cccnc1)c1cc(Br)cc(Br)c1, NN, O, OCCO. Yields the product Brc1cc(Br)cc(Cc2cccnc2)c1. Reaction SMILES: [Br:1][c:2]1[cH:3][c:4]([C:5](=[O:6])[c:7]2[cH:8][n:9][cH:10][cH:11][cH:12]2)[cH:13][c:14]([Br:16])[cH:15]1.[NH2:18][NH2:19].[OH2:17].[OH:20][CH2:21][CH2:22][OH:23]>>[Br:1][c:2]1[cH:3][c:4]([CH2:5][c:7]2[cH:8][n:9][cH:10][cH:11][cH:12]2)[cH:13][c:14]([Br:16])[cH:15]1. Reactants: CCO, CCOC(=O)CCc1ccc(C#N)cc1Cl, [K+], [OH-]. The product is N#Cc1ccc(CCC(=O)O)c(Cl)c1. RXN SMILES: [CH3:19][CH2:20][OH:21].[Cl:1][c:2]1[c:3]([CH2:10][CH2:11][C:12](=[O:13])[O:14][CH2:15][CH3:16])[cH:4][cH:5][c:6]([C:8]#[N:9])[cH:7]1.[K+:18].[OH-:17]>>[Cl:1][c:2]1[c:3]([CH2:10][CH2:11][C:12](=[O:13])[OH:14])[cH:4][cH:5][c:6]([C:8]#[N:9])[cH:7]1.